Task: describe an organic reaction: reactants, conditions, products, and yield. Dataset: the Open Reaction Database (ORD), a public repository of structured organic reaction records Reactants: [N+](=O)(O)[O-].[N+](=O)([O-])OCCN (N-(2-nitrooxyethyl)-amine nitrate), O=C1SC(C(N1)C(=O)O)C=1C=NC=CC1 (2-oxo-5-(3-pyridyl)thiazolidine-4-carboxylic acid). The product is [N+](=O)([O-])OCCNC(=O)C1NC(SC1C=1C=NC=CC1)=O (N-(2-Nitrooxyethyl)-2-oxo-5-(3-pyridyl)thiazolidine-4-carboxamide). Reaction SMILES: [N+]([O-])(O)=O.[N+:5]([O:8][CH2:9][CH2:10][NH2:11])([O-:7])=[O:6].[O:12]=[C:13]1[NH:17][CH:16]([C:18](O)=[O:19])[CH:15]([C:21]2[CH:22]=[N:23][CH:24]=[CH:25][CH:26]=2)[S:14]1>>[N+:5]([O:8][CH2:9][CH2:10][NH:11][C:18]([CH:16]1[CH:15]([C:21]2[CH:22]=[N:23][CH:24]=[CH:25][CH:26]=2)[S:14][C:13](=[O:12])[NH:17]1)=[O:19])([O-:7])=[O:6] |f:0.1|. Reported procedure: A procedure similar to that described in Example 1 was repeated, but using 300 mg of N-(2-nitrooxyethyl)-amine nitrate and 330 mg of 2-oxo-5-(3-pyridyl)thiazolidine-4-carboxylic acid, to obtain 140 mg of the title compound as colorless crystals, melting at 139°-140° C. (after recrystallization from ethanol). Starting materials: N1C(CC2CCCCC12)C(=O)OCC (ethyl octahydroindole-2-carboxylate), C(C1=CC=CC=C1)OC(=O)N[C@@H](C)C(=O)O (N-benzyloxycarbonyl-(S)-alanine), N-hydroxysuccinimide ester. Solvent: C(C)(=O)OCC (ethyl acetate). Run at time 20 hour. The product is C(C1=CC=CC=C1)OC(=O)N[C@@H](C)C(=O)N1[C@H](CC2CCCCC12)C(=O)OCC (1-[N-benzyloxycarbonyl-(S)-alanyl]octahydroindole-2(R)-carboxylic acid, ethyl ester). Reaction SMILES: [NH:1]1[CH:9]2[CH:4]([CH2:5][CH2:6][CH2:7][CH2:8]2)[CH2:3][CH:2]1[C:10]([O:12][CH2:13][CH3:14])=[O:11].[CH2:15]([O:22][C:23]([NH:25][C@H:26]([C:28](O)=[O:29])[CH3:27])=[O:24])[C:16]1[CH:21]=[CH:20][CH:19]=[CH:18][CH:17]=1>C(OCC)(=O)C>[CH2:15]([O:22][C:23]([NH:25][C@H:26]([C:28]([N:1]1[CH:9]2[CH:4]([CH2:5][CH2:6][CH2:7][CH2:8]2)[CH2:3][C@@H:2]1[C:10]([O:12][CH2:13][CH3:14])=[O:11])=[O:29])[CH3:27])=[O:24])[C:16]1[CH:21]=[CH:20][CH:19]=[CH:18][CH:17]=1. Procedure: To a solution of 10.0 g of ethyl octahydroindole-2-carboxylate (prepared in as shown in paragraph A of this example) in 400 ml of ethyl acetate add 17.0 g of N-benzyloxycarbonyl-(S)-alanine, N-hydroxysuccinimide ester. Stir the reaction mixture at room temperature for 20 hours and concentrate it in vacuo. Place the residue on a column of silica gel (3000 g, 60-200 mesh) and elute with chloroform:ethyl acetate 10:1 to give 1-[N-benzyloxycarbonyl-(S)-alanyl]octahydroindole-2(R)-carboxylic acid, et... The reactants are O=C(O)CCBr, CC(C)(C)N, CC(C)(C)N, CCOCC, CCN(C(C)C)C(C)C, [Cl-], ClCCl, Cl, Cl. Yields the product CC(C)(C)NC(=O)CCBr. As a reaction SMILES: [Br:14][CH2:15][CH2:16][C:17](=[O:18])[OH:19].[C:2]([CH3:3])([CH3:4])([CH3:5])[NH2:6].[C:7]([NH2:8])([CH3:9])([CH3:10])[CH3:11].[CH3:32][CH2:33][O:34][CH2:35][CH3:36].[CH:20]([N:21]([CH2:22][CH3:23])[CH:24]([CH3:25])[CH3:26])([CH3:27])[CH3:28].[Cl-:13].[Cl:29][CH2:30][Cl:31].[ClH:12].[ClH:1]>>[C:2]([CH3:3])([CH3:4])([CH3:5])[NH:6][C:17]([CH2:16][CH2:15][Br:14])=[O:18]. Starting materials: Cl (HCl), O.O.O.O.O.O.O.O.O.[S-2].[Na+].[Na+] (Sodium sulfide nonahydrate), [S] (sulfur), ClC1=C(C=C(C=C1)[N+](=O)[O-])NC(C1=CC=C(C=C1)C)=O (N-(2-chloro-5-nitrophenyl)-4-methylbenzamide). The solvent is C(C)O (ethanol), O (water). Reaction conditions: temperature 85 celsius, time 3 hour. Product: [N+](=O)([O-])C=1C=CC2=C(N=C(S2)C2=CC=C(C=C2)C)C1 (5-Nitro-2-p-tolylbenzo[d]thiazole). The yield is 43.0%. As a reaction SMILES: O.O.O.O.O.O.O.O.O.[S-2:10].[Na+].[Na+].[S].Cl[C:15]1[CH:20]=[CH:19][C:18]([N+:21]([O-:23])=[O:22])=[CH:17][C:16]=1[NH:24][C:25](=O)[C:26]1[CH:31]=[CH:30][C:29]([CH3:32])=[CH:28][CH:27]=1.Cl>C(O)C.O>[N+:21]([C:18]1[CH:19]=[CH:20][C:15]2[S:10][C:25]([C:26]3[CH:31]=[CH:30][C:29]([CH3:32])=[CH:28][CH:27]=3)=[N:24][C:16]=2[CH:17]=1)([O-:23])=[O:22] |f:0.1.2.3.4.5.6.7.8.9.10.11,^3:12|. Reported procedure: Sodium sulfide nonahydrate (875 mg, 3.78 mmol) and sulfur (120 mg, 3.78 mmol) were heated until molten. The water was driven off with nitrogen to give a solid. The obtained solid was added in portions to N-(2-chloro-5-nitrophenyl)-4-methylbenzamide (1 g, 3.44 mmol) in ethanol (20 mL) at 85° C. The solution was stirred at 85° C. for 3 h. After cooling, 2M aqueous HCl was added, and the solution was extracted three times with ethyl acetate. The combined organic layers were dried over anhydrous MgS... Reactants: Cl (HCl), aqueous solution, [OH-].[Na+] (sodium hydroxide), BrCC=1C(=NC2=C(C=CC=C2C1)C)C1=C(C=CC=C1)C (3-(bromomethyl)-8-methyl-2-o-tolylquinoline), O.SC1=C2NC=NC2=NC=N1 (6-mercaptopurine monohydrate), C(Br)(Br)(Br)Br (carbontetrabromide), CC=1C=CC=C2C=C(C(=NC12)C1=C(C=CC=C1)C)CO ((8-methyl-2-o-tolylquinolin-3-yl)methanol), C1(=CC=CC=C1)P(C1=CC=CC=C1)C1=CC=CC=C1 (triphenylphosphine). Solvent: [Cl-].[Na+].O (brine), C1CCOC1 (THF), C(Cl)Cl (CH2Cl2). Conditions: temperature 0 celsius, time 0.5 hour. The product is N1=CN=C2NC=NC2=C1SCC=1C(=NC2=C(C=CC=C2C1)C)C1=C(C=CC=C1)C (3-((9H-Purin-6-ylthio)methyl)-8-methyl-2-o-tolylquinoline). As a reaction SMILES: C(Br)(Br)(Br)Br.[CH3:6][C:7]1[CH:8]=[CH:9][CH:10]=[C:11]2[C:16]=1[N:15]=[C:14]([C:17]1[CH:22]=[CH:21][CH:20]=[CH:19][C:18]=1[CH3:23])[C:13]([CH2:24]O)=[CH:12]2.C1(P(C2C=CC=CC=2)C2C=CC=CC=2)C=CC=CC=1.[OH-].[Na+].BrCC1C(C2C=CC=CC=2C)=NC2C(C=1)=CC=CC=2C.O.[SH:68][C:69]1[N:77]=[CH:76][N:75]=[C:74]2[C:70]=1[NH:71][CH:72]=[N:73]2.Cl>C(Cl)Cl.C1COCC1.[Cl-].[Na+].O>[N:77]1[C:69]([S:68][CH2:24][C:13]2[C:14]([C:17]3[CH:22]=[CH:21][CH:20]=[CH:19][C:18]=3[CH3:23])=[N:15][C:16]3[C:11]([CH:12]=2)=[CH:10][CH:9]=[CH:8][C:7]=3[CH3:6])=[C:70]2[C:74]([NH:73][CH:72]=[N:71]2)=[N:75][CH:76]=1 |f:3.4,6.7,11.12.13|. Procedure details: Solid carbontetrabromide (429 mg, 1.29 mmol) was added to a mixture of (8-methyl-2-o-tolylquinolin-3-yl)methanol (227 mg, 0.86 mmol) and triphenylphosphine (339 mg, 1.29 mmol) in CH2Cl2 (5 mL) at 0° C., and the mixture was stirred at 0° C. for 0.5 h. The crude mixture was concentrated under reduced pressure, evaporated onto silica gel, and purified by flash chromatography (Biotage® Si 25+M) eluting with EtOAc/hexane (0% to 10%) to provide an off-white solid; used without further purification, MS... Starting materials: COC(=O)Cc1c(N(C)C)nc(Cc2ccc(NC(=O)c3ccc4ccccc4c3)cc2)nc1N1CCOCC1, CO, [Na+], [OH-]. The product is CN(C)c1nc(Cc2ccc(NC(=O)c3ccc4ccccc4c3)cc2)nc(N2CCOCC2)c1CC(=O)O. Reaction SMILES: [CH3:1][N:2]([c:3]1[n:4][c:5]([CH2:20][c:21]2[cH:22][cH:23][c:24]([NH:27][C:28](=[O:29])[c:30]3[cH:31][c:32]4[cH:33][cH:34][cH:35][cH:36][c:37]4[cH:38][cH:39]3)[cH:25][cH:26]2)[n:6][c:7]([N:14]2[CH2:15][CH2:16][O:17][CH2:18][CH2:19]2)[c:8]1[CH2:9][C:10](=[O:11])[O:12][CH3:13])[CH3:40].[CH3:43][OH:44].[Na+:42].[OH-:41]>>[CH3:1][N:2]([c:3]1[n:4][c:5]([CH2:20][c:21]2[cH:22][cH:23][c:24]([NH:27][C:28](=[O:29])[c:30]3[cH:31][c:32]4[cH:33][cH:34][cH:35][cH:36][c:37]4[cH:38][cH:39]3)[cH:25][cH:26]2)[n:6][c:7]([N:14]2[CH2:15][CH2:16][O:17][CH2:18][CH2:19]2)[c:8]1[CH2:9][C:10](=[O:11])[OH:12])[CH3:40]. Product: Cl, CC(=O)NC1CCC(N)CC1. Reaction SMILES: [C:2]([O:3][C:4](=[O:5])[NH:8][CH:9]1[CH2:10][CH2:11][CH:12]([NH:15][C:16]([CH3:17])=[O:18])[CH2:13][CH2:14]1)([CH3:6])([CH3:7])[CH3:19].[CH3:20][OH:21].[ClH:1]>>[ClH:1].[NH2:8][CH:9]1[CH2:10][CH2:11][CH:12]([NH:15][C:16]([CH3:17])=[O:18])[CH2:13][CH2:14]1. Reactants: CC(=O)NC1CCC(NC(=O)OC(C)(C)C)CC1, CO, Cl. The reactants are [N+](=O)([O-])C1=CC=C(C=C1)C(C(CO)[N+](=O)[O-])O (1-(4-nitrophenyl)-2-nitro-1,3-propanediol), C(C)(=O)OC(C)=O (acetic anhydride), C(C)(=O)Cl (acetyl chloride), ice. Reaction conditions: temperature 60 celsius, time 3 hour. The product is [N+](=O)([O-])C1=CC=C(C=C1)C(C(COC(C)=O)[N+](=O)[O-])OC(C)=O (1-(4-nitrophenyl)-2-nitro-1,3-diacetoxypropane). The yield is 211.7%. As a reaction SMILES: [N+:1]([C:4]1[CH:9]=[CH:8][C:7]([CH:10]([OH:17])[CH:11]([N+:14]([O-:16])=[O:15])[CH2:12][OH:13])=[CH:6][CH:5]=1)([O-:3])=[O:2].[C:18](OC(=O)C)(=[O:20])[CH3:19].[C:25](Cl)(=[O:27])[CH3:26]>>[N+:1]([C:4]1[CH:9]=[CH:8][C:7]([CH:10]([O:17][C:25](=[O:27])[CH3:26])[CH:11]([N+:14]([O-:16])=[O:15])[CH2:12][O:13][C:18](=[O:20])[CH3:19])=[CH:6][CH:5]=1)([O-:3])=[O:2]. Reported procedure: A mixture of 8.5 g (0.035 moles) of 1-(4-nitrophenyl)-2-nitro-1,3-propanediol, 14 g (0.13 moles) of acetic anhydride and 1 g of acetyl chloride is stirred at 60° C. for 3 hours. The mixture is cooled, poured onto 60 g of ice and stirred thoroughly. Water is decanted, 10 ml of isopropanol are added to the waxy residue, and the substance is crystallized at 0° C. The separated crystalline product is filtered off, washed with isopropanol and dried at 20° C. 8.8 g (77%) of the title compound are obta... Reactants: COC1=CC=C(COCCC(=C)COC(C2=CC=CC=C2)=O)C=C1 (4-(p-methoxybenzyloxy)-2-benzoyloxymethylbut-1-ene), C(Cl)Cl (methylene chloride), ClC=1C(C(=C(C(C1Cl)=O)C#N)C#N)=O (2,3-dichloro-5,6-dicyano-1,4-benzoquinone). Run in O (water). The product is OCCC(=C)COC(C1=CC=CC=C1)=O (4-Hydroxy-2-benzoyloxymethylbut-1-ene). Reaction SMILES: COC1C=CC(C[O:8][CH2:9][CH2:10][C:11]([CH2:13][O:14][C:15](=[O:22])[C:16]2[CH:21]=[CH:20][CH:19]=[CH:18][CH:17]=2)=[CH2:12])=CC=1.C(Cl)Cl.ClC1C(=O)C(C#N)=C(C#N)C(=O)C=1Cl>O>[OH:8][CH2:9][CH2:10][C:11]([CH2:13][O:14][C:15](=[O:22])[C:16]1[CH:17]=[CH:18][CH:19]=[CH:20][CH:21]=1)=[CH2:12]. Reported procedure: Combine 4-(p-methoxybenzyloxy)-2-benzoyloxymethylbut-1-ene (1.08 g, 3.30 mmol) with methylene chloride (10 mL) and water (0.5 mL) and stir rapidly. Add 2,3-dichloro-5,6-dicyano-1,4-benzoquinone (0.826 gm, 3.64 mmol). After 0.25 hours filter the reaction mixture and rinse the filter cake with methylene chloride (20 mL) and concentrate the filtrate in vacuo. Chromatograph on silica gel eluting with 1/9 ethyl acetate/hexane to give the title compound as an oil. Rf =0.28; silica gel, 1/9 ethyl aceta...